Dataset: the Open Reaction Database (ORD), a public repository of structured organic reaction records. Task: describe an organic reaction: reactants, conditions, products, and yield Starting materials: ( 6 ), C(C)OC(CC1=CC=C(C=C1)OC)=O (2-(p-methoxyphenyl)acetic acid ethyl ester), C(C)OC(C(=O)OCC)=O (oxalic acid diethyl ester), [H-].[Na+] (sodium hydride). Product: COC1=CC=C(C=C1)C(C(=O)OCC)=C (ethyl α-(4-methoxyphenyl)acrylate). Reaction SMILES: [CH2:1]([O:3][C:4](=[O:14])[CH2:5][C:6]1[CH:11]=[CH:10][C:9]([O:12][CH3:13])=[CH:8][CH:7]=1)[CH3:2].[CH2:15](OC(=O)C(OCC)=O)C.[H-].[Na+]>>[CH3:13][O:12][C:9]1[CH:10]=[CH:11][C:6]([C:5](=[CH2:15])[C:4]([O:3][CH2:1][CH3:2])=[O:14])=[CH:7][CH:8]=1 |f:2.3|. Procedure details: A process for preparing a compound of formula (6): ##STR120## characterized in that a compound of formula (1): ##STR121## is reacted with oxalic acid diethyl ester and sodium hydride to produce a compound of formula (2): ##STR122## the resulting compound of formula (2) is reacted with 3-methoxybenzenethiol represented by the formula: ##STR123## to produce a compound of formula (3): ##STR124## the resulting compound of formula (3) is reacted with hydrochloric acid to produce a compound of formula... Starting materials: C(=O)(O)[O-].[Na+] (NaHCO3), Cl.C(C)(C)(C)OC(CN)=O (glycine t-butyl ester hydrochloride), C(C1=CC=CC=C1)OC1=CC=C(C=O)C=C1 (4-benzyloxy-benzaldehyde), C(C)(=O)O[BH-](OC(C)=O)OC(C)=O.[Na+] (sodium triacetoxyborohydride). Solvent: C(Cl)Cl (CH2Cl2). Conditions: time 8 hour. The product is C(C)(C)(C)OC(CNCC1=CC=C(C=C1)OCC1=CC=CC=C1)=O ((4-Benzyloxybenzylamino) Acetic Acid t-butyl Ester). The yield is 46.4%. Reaction SMILES: Cl.[C:2]([O:6][C:7](=[O:10])[CH2:8][NH2:9])([CH3:5])([CH3:4])[CH3:3].[CH2:11]([O:18][C:19]1[CH:26]=[CH:25][C:22]([CH:23]=O)=[CH:21][CH:20]=1)[C:12]1[CH:17]=[CH:16][CH:15]=[CH:14][CH:13]=1.C(O[BH-](OC(=O)C)OC(=O)C)(=O)C.[Na+].C([O-])(O)=O.[Na+]>C(Cl)Cl>[C:2]([O:6][C:7](=[O:10])[CH2:8][NH:9][CH2:23][C:22]1[CH:25]=[CH:26][C:19]([O:18][CH2:11][C:12]2[CH:17]=[CH:16][CH:15]=[CH:14][CH:13]=2)=[CH:20][CH:21]=1)([CH3:5])([CH3:4])[CH3:3] |f:0.1,3.4,5.6|. Reported procedure: To a mixture of glycine t-butyl ester hydrochloride (0.84 g, 5 mmol), and 4-benzyloxy-benzaldehyde (0.53 g, 2.5 mmol) in CH2Cl2 (25 mL) at 0° C. was added sodium triacetoxyborohydride (0.81 g, 3.8 mmol). The mixture was allowed to warm to room temperature and stirred overnight. Aqueous NaHCO3 was added, and the mixture was stirred for 30 minutes. The aqueous layer was extracted 3 times with CH2Cl2. The combined organic extracts were washed with brine, dried over MgSO4, and concentrated. Flash ch... Reactants: COC1=NC(=C(C=C1[N+](=O)[O-])CC)C (2-methoxy-3-nitro-5-ethyl-6-methylpyridine). The reagents and catalysts are [Pd] (palladium on carbon). The solvent is CO (methanol), O1CCCC1 (tetrahydrofuran). Run at time 5 hour. Yields the product COC1=NC(=C(C=C1N)CC)C (2-methoxy-3-amino-5-ethyl-6-methylpyridine). Isolated yield 96.4%. Reaction SMILES: [CH3:1][O:2][C:3]1[C:8]([N+:9]([O-])=O)=[CH:7][C:6]([CH2:12][CH3:13])=[C:5]([CH3:14])[N:4]=1>CO.O1CCCC1.[Pd]>[CH3:1][O:2][C:3]1[C:8]([NH2:9])=[CH:7][C:6]([CH2:12][CH3:13])=[C:5]([CH3:14])[N:4]=1. Reported procedure: A solution of 2-methoxy-3-nitro-5-ethyl-6-methylpyridine (535 mg, 2.72 mmol) in methanol (8 mL) and tetrahydrofuran (8 mL) containing 5% palladium on carbon (83 mg) was hydrogenated at atmospheric pressure for 5 hours. The catalyst was filtered off the solvent evaporated to yield 436 mg (98%) of oily product. Starting materials: OC1C=CCCC1, N#Cc1c([N+](=O)[O-])cccc1[N+](=O)[O-]. Product: N#Cc1c(OC2C=CCCC2)cccc1[N+](=O)[O-]. Reaction SMILES: [CH:1]1([OH:7])[CH:2]=[CH:3][CH2:4][CH2:5][CH2:6]1.[N+:8](=[O:9])([O-:10])[c:11]1[c:12]([C:13]#[N:14])[c:15]([N+:19]([O-:20])=[O:21])[cH:16][cH:17][cH:18]1>>[CH:1]1([O:7][c:15]2[c:12]([C:13]#[N:14])[c:11]([N+:8](=[O:9])[O-:10])[cH:18][cH:17][cH:16]2)[CH:2]=[CH:3][CH2:4][CH2:5][CH2:6]1.